The task is: describe an organic reaction: reactants, conditions, products, and yield. This data is from the Open Reaction Database (ORD), a public repository of structured organic reaction records. Product: CC=1SC(=C(C1CO)C)OC (2,4-dimethyl-3-hydroxymethyl-5-methoxythiophene). Procedure details: 12.0 G. (0.151 mol) of cupric oxide and 12.5 g. (0.0466 mol) of 2,4-dimethyl-3-hydroxymethyl-5-iodothiophene were added to a solution of 12.5 g. (0.543 mol) of sodium in 100 ml. of dry methanol. The reaction mixture was heated to 80°-82° C. (internal temperature) for 20 hrs. with vigorous stirring, then cooled. The cold solution was diluted with 150 ml. of methanol, filtered, poured into ice water and extracted with ether/hexane (ratio 4:1). The organic layers were washed with 5% sodium carbonat... As a reaction SMILES: [CH3:1][C:2]1[S:3][C:4](I)=[C:5]([CH3:9])[C:6]=1[CH2:7][OH:8].[Na].[CH3:12][OH:13]>>[CH3:1][C:2]1[S:3][C:4]([O:13][CH3:12])=[C:5]([CH3:9])[C:6]=1[CH2:7][OH:8] |^1:10|. Reactants: cupric oxide, CO (methanol), CC=1SC(=C(C1CO)C)I (2,4-dimethyl-3-hydroxymethyl-5-iodothiophene), [Na] (sodium). The reactants are C(C(C)C)C1=CC=C(C=C1)C(C(=O)N)C (4-isobutyl-α-methylphenylacetamide), C(=O)(Cl)Cl.C1(=CC=CC=C1)C (toluene phosgene). The solvent is C1(=CC=CC=C1)C.ClC(Cl)Cl (toluene trichloromethane). Run at time 12 hour. The product is C(C(C)C)C1=CC=C(C=C1)C(C#N)C (2-(4-isobutylphenyl)propionitrile). Yield: 80.0%. Reaction SMILES: [CH2:1]([C:5]1[CH:10]=[CH:9][C:8]([CH:11]([CH3:15])[C:12]([NH2:14])=O)=[CH:7][CH:6]=1)[CH:2]([CH3:4])[CH3:3].C(Cl)(Cl)=O.C1(C)C=CC=CC=1>C1(C)C=CC=CC=1.ClC(Cl)Cl>[CH2:1]([C:5]1[CH:6]=[CH:7][C:8]([CH:11]([CH3:15])[C:12]#[N:14])=[CH:9][CH:10]=1)[CH:2]([CH3:4])[CH3:3] |f:1.2,3.4|. Procedure: 4-isobutyl-α-methylphenylacetamide (2 g; 9.7 mmol), prepared according the procedure described in WO 00/24710, is dissolved in a solution (2:1) toluene/trichloromethane (30 mL). 20% in toluene phosgene (15.5 mL, 30 mmol) is added and the resulting mixture is left stirring 12 h under inert atmosphere until the complete disappearance of the starting reagent. After solvents evaporation under reduced pressure, the crude is dissolved in ethyl acetate (20 mL), the organic phase is washed with a satura...